From a dataset of the Open Reaction Database (ORD), a public repository of structured organic reaction records. describe an organic reaction: reactants, conditions, products, and yield Reactants: C1(=CC=CC=C1)C=1OC(=C(N1)COC(C1=CC=C(C=C1)CC(C(=O)OCC(Cl)(Cl)Cl)SCCC1=CC=C(C=C1)F)=O)C(F)(F)F (4-[2-[2-(4-fluoro-phenyl)-ethylsulfanyl]-2-(2,2,2-trichloro-ethoxy-carbonyl)-ethyl]-benzoic acid 2-phenyl-5-trifluoromethyl-oxazol-4-ylmethyl ester), ClC(COC(C(CC1=CC=C(C=C1)CO)SCCC1=CC=C(C=C1)F)=O)(Cl)Cl (2-[2-(4-fluoro-phenyl)-ethylsulfanyl]-3-(4-hydroxymethyl-phenyl)-propionic acid 2,2,2-trichloroethyl ester), CC1=C(N=C(O1)C1=CC=CC=C1)CC(=O)O (2-(5-methyl-2-phenyl-oxazol-4-yl)-acetic acid). The product is ClC(COC(C(CC1=CC=C(C=C1)COC(CC=1N=C(OC1C)C1=CC=CC=C1)=O)SCCC1=CC=C(C=C1)F)=O)(Cl)Cl (2-[2-(4-Fluoro-phenyl)-ethylsulfanyl]-3-{4-[2-(5-methyl-2-phenyl-oxazo-l-4-yl) acetoxymethyl]-phenyl}-propionic acid 2,2,2-trichloro-ethyl ester), oil. Isolated yield 94.1%. RXN SMILES: [Cl:1][C:2]([Cl:28])([Cl:27])[CH2:3][O:4][C:5](=[O:26])[CH:6]([S:16][CH2:17][CH2:18][C:19]1[CH:24]=[CH:23][C:22]([F:25])=[CH:21][CH:20]=1)[CH2:7][C:8]1[CH:13]=[CH:12][C:11]([CH2:14][OH:15])=[CH:10][CH:9]=1.[CH3:29][C:30]1[O:34][C:33]([C:35]2[CH:40]=[CH:39][CH:38]=[CH:37][CH:36]=2)=[N:32][C:31]=1[CH2:41][C:42](O)=[O:43].C1(C2OC(C(F)(F)F)=C(COC(=O)C3C=CC(CC(SCCC4C=CC(F)=CC=4)C(OCC(Cl)(Cl)Cl)=O)=CC=3)N=2)C=CC=CC=1>>[Cl:28][C:2]([Cl:27])([Cl:1])[CH2:3][O:4][C:5](=[O:26])[CH:6]([S:16][CH2:17][CH2:18][C:19]1[CH:20]=[CH:21][C:22]([F:25])=[CH:23][CH:24]=1)[CH2:7][C:8]1[CH:9]=[CH:10][C:11]([CH2:14][O:15][C:42](=[O:43])[CH2:41][C:31]2[N:32]=[C:33]([C:35]3[CH:40]=[CH:39][CH:38]=[CH:37][CH:36]=3)[O:34][C:30]=2[CH3:29])=[CH:12][CH:13]=1. Reported procedure: The title compound was prepared from 2-[2-(4-fluoro-phenyl)-ethylsulfanyl]-3-(4-hydroxymethyl-phenyl)-propionic acid 2,2,2-trichloroethyl ester (512 mg, 1.1 mmol) and 2-(5-methyl-2-phenyl-oxazol-4-yl)-acetic acid (261 mg, 1.2 mmol) in the same manner as described for 4-[2-[2-(4-fluoro-phenyl)-ethylsulfanyl]-2-(2,2,2-trichloro-ethoxy-carbonyl)-ethyl]-benzoic acid 2-phenyl-5-trifluoromethyl-oxazol-4-ylmethyl ester. The product was obtained without further purification as an oil (751 mg, 94.1%). 1H... The reactants are CC1=C(C=NC=C1)C=1SC=C(N1)C=1C=C(C(=O)O)C=CC1 (3-[2-(4-methyl-pyridin-3-yl)-1,3-thiazol-4-yl]benzoic acid), S(=O)(Cl)Cl (thionyl chloride), CN (methylamine). Product: CNC(C1=CC(=CC=C1)C=1N=C(SC1)C=1C=NC=CC1C)=O (N-methyl-3-[2-(4-methylpyridin-3-yl)-1,3-thiazol-4-yl]benzamide). Reported procedure: By the reaction in the same manner as in Example 60 using 3-[2-(4-methyl-pyridin-3-yl)-1,3-thiazol-4-yl]benzoic acid (256 mg), thionyl chloride (0.09 ml) and aqueous methylamine solution (40%, 5 ml), the title compound (191 mg) was obtained as colorless powder crystals. RXN SMILES: [CH3:1][C:2]1[CH:7]=[CH:6][N:5]=[CH:4][C:3]=1[C:8]1[S:9][CH:10]=[C:11]([C:13]2[CH:14]=[C:15]([CH:19]=[CH:20][CH:21]=2)[C:16]([OH:18])=O)[N:12]=1.S(Cl)(Cl)=O.[CH3:26][NH2:27]>>[CH3:26][NH:27][C:16](=[O:18])[C:15]1[CH:19]=[CH:20][CH:21]=[C:13]([C:11]2[N:12]=[C:8]([C:3]3[CH:4]=[N:5][CH:6]=[CH:7][C:2]=3[CH3:1])[S:9][CH:10]=2)[CH:14]=1.